From a dataset of the Open Reaction Database (ORD), a public repository of structured organic reaction records. describe an organic reaction: reactants, conditions, products, and yield Starting materials: C1=C(C=CC2=CC=CC=C12)OC([C@@H](N(C)CC1=CC=CC=C1)CCCNC(=O)OC(C)(C)C)=O (Nα-Benzyl-Nδ-Boc-Nα-Methylornithinyl 2-Naphthyl Ether), [H][H] (hydrogen). Reagents/catalysts: [Pd] (palladium-on-carbon). Product: C1=C(C=CC2=CC=CC=C12)OC([C@@H](NC)CCCNC(=O)OC(C)(C)C)=O (Nδ-Boc-Nα-Methylornithinyl 2-Naphthyl Ether). Reaction SMILES: [CH:1]1[C:10]2[C:5](=[CH:6][CH:7]=[CH:8][CH:9]=2)[CH:4]=[CH:3][C:2]=1[O:11][C:12](=[O:34])[C@H:13]([CH2:23][CH2:24][CH2:25][NH:26][C:27]([O:29][C:30]([CH3:33])([CH3:32])[CH3:31])=[O:28])[N:14](CC1C=CC=CC=1)[CH3:15].[H][H]>[Pd]>[CH:1]1[C:10]2[C:5](=[CH:6][CH:7]=[CH:8][CH:9]=2)[CH:4]=[CH:3][C:2]=1[O:11][C:12](=[O:34])[C@H:13]([CH2:23][CH2:24][CH2:25][NH:26][C:27]([O:29][C:30]([CH3:32])([CH3:31])[CH3:33])=[O:28])[NH:14][CH3:15]. Reported procedure: A methanolic solution of Nα-benzyl-Nδ-Boc-Nα-methylornithinyl 2-naphthyl ether (D) was reduced with hydrogen, over 5% palladium-on-carbon, to afford titled product: 1H NMR (400 MHz, CDCl3) δ1.44 (s, 9H), 1.63 (m, 2H), 1.95 (m, 2H), 2.53 (s, 3H), 2.95 (m, 1H), 3.09 (m, 2H), 4.01 (dd, J=10.7; 6.7 Hz, 1H), 4.12 (dd, J=10.5; 4.4 Hz, 1H), 7.19 (m, 2H), 7.35 (t, J=9.1 Hz, 1H), 7.45 (t, J=8.9 Hz, 1H), and 7.75 (m, 3H). RXN SMILES: [C:1]([C:3]1[CH:8]=[CH:7][C:6]([CH:9]2[NH:13][C:12](=[O:14])[NH:11][C:10]2=[O:15])=[C:5]([CH:16]=[CH2:17])[CH:4]=1)#[N:2]>CO.[C].[Pd]>[C:1]([C:3]1[CH:8]=[CH:7][C:6]([CH:9]2[NH:13][C:12](=[O:14])[NH:11][C:10]2=[O:15])=[C:5]([CH2:16][CH3:17])[CH:4]=1)#[N:2] |f:2.3|. The reagents and catalysts are [C].[Pd] (palladium-carbon). Solvent: CO (methanol). The reactants are C(#N)C1=CC(=C(C=C1)C1C(NC(N1)=O)=O)C=C (5-(4-cyano-2-vinylphenyl)hydantoin). Product: C(#N)C1=CC(=C(C=C1)C1C(NC(N1)=O)=O)CC (5-(4-cyano-2-ethylphenyl)hydantoin). Procedure details: A solution of 5-(4-cyano-2-vinylphenyl)hydantoin (75 mg, 0.35 mmol) in methanol (20 ml) was shaken with 10% palladium-carbon (10 mg) under an atmosphere of hydrogen for 0.5 hours at 25 p.s.i. The catalyst was removed by filtration to give 5-(4-cyano-2-ethylphenyl)hydantoin in a quantitative yield as a colourless oil. Reactants: compound, ClC=1SC(=CC1)C=C[N+](=O)[O-] (2-chloro-5-(2-nitro-vinyl)-thiophene), C(C)(C)(C)OC(=O)N1CCC2=C(CC1)C(=CN2CC2=CC=CC=C2)C=2SC(=CC2)Cl (1-Benzyl-3-(5-chloro-thiophen-2-yl)-4,5,7,8-tetrahydro-1H-pyrrolo[2,3-d]azepine-6-carboxylic acid tert-butyl ester). The solvent is C(C1=CC=CC=C1)N (benzylamine). Yields the product C(C1=CC=CC=C1)N1C=C(C2=C1CCNCC2)C=2SC(=CC2)Cl (1-Benzyl-3-(5-chloro-thiophen-2-yl)-1,4,5,6,7,8-hexahydro-pyrrolo[2,3-d]azepine). Reaction SMILES: C(OC([N:8]1[CH2:14][CH2:13][C:12]2[C:15]([C:25]3[S:26][C:27]([Cl:30])=[CH:28][CH:29]=3)=[CH:16][N:17]([CH2:18][C:19]3[CH:24]=[CH:23][CH:22]=[CH:21][CH:20]=3)[C:11]=2[CH2:10][CH2:9]1)=O)(C)(C)C.ClC1SC(C=C[N+]([O-])=O)=CC=1>C(N)C1C=CC=CC=1>[CH2:18]([N:17]1[C:11]2[CH2:10][CH2:9][NH:8][CH2:14][CH2:13][C:12]=2[C:15]([C:25]2[S:26][C:27]([Cl:30])=[CH:28][CH:29]=2)=[CH:16]1)[C:19]1[CH:24]=[CH:23][CH:22]=[CH:21][CH:20]=1. Procedure: 1-Benzyl-3-(5-chloro-thiophen-2-yl)-4,5,7,8-tetrahydro-1H-pyrrolo[2,3-d]azepine-6-carboxylic acid tert-butyl ester. The desired compound (124.5 mg) was prepared from the compound of Example 59, Step B (0.55 g), 280 μL of benzylamine, and 0.49 g of 2-chloro-5-(2-nitro-vinyl)-thiophene as in Example 1, Step A. MS (ESI): exact mass calculated for C24H27ClN2O2S, 442.15. found, m/z 443.2 [M+H]+. Reaction SMILES: [Cl:1][c:2]1[c:3]([Cl:46])[cH:4][c:5]2[c:6]([cH:45]1)[N:7]([CH2:12][C:13](=[O:14])[N:15]([CH:16]([CH2:17][N:18]1[CH2:19][CH2:20][O:21][CH2:22][CH2:23]1)[c:24]1[cH:25][cH:26][c:27](-[c:30]3[cH:31][cH:32][c:33]([NH:36][C:37](=[O:38])[O:39][C:40]([CH3:41])([CH3:42])[CH3:43])[cH:34][cH:35]3)[cH:28][cH:29]1)[CH3:44])[C:8](=[O:11])[CH2:9][O:10]2.[Cl:54][CH2:55][Cl:56].[OH:47][C:48]([C:49]([F:50])([F:51])[F:52])=[O:53]>>[Cl:1][c:2]1[c:3]([Cl:46])[cH:4][c:5]2[c:6]([cH:45]1)[N:7]([CH2:12][C:13](=[O:14])[N:15]([CH:16]([CH2:17][N:18]1[CH2:19][CH2:20][O:21][CH2:22][CH2:23]1)[c:24]1[cH:25][cH:26][c:27](-[c:30]3[cH:31][cH:32][c:33]([NH2:36])[cH:34][cH:35]3)[cH:28][cH:29]1)[CH3:44])[C:8](=[O:11])[CH2:9][O:10]2. Starting materials: CN(C(=O)CN1C(=O)COc2cc(Cl)c(Cl)cc21)C(CN1CCOCC1)c1ccc(-c2ccc(NC(=O)OC(C)(C)C)cc2)cc1, ClCCl, O=C(O)C(F)(F)F. Product: CN(C(=O)CN1C(=O)COc2cc(Cl)c(Cl)cc21)C(CN1CCOCC1)c1ccc(-c2ccc(N)cc2)cc1. Starting materials: OCCCCCCCCCCCBr, COCCOCCOC, [K+], [OH-], Oc1ccc(-c2nc(-c3ccccc3)nc(-c3ccccc3)n2)c(O)c1. Product: OCCCCCCCCCCCOc1ccc(-c2nc(-c3ccccc3)nc(-c3ccccc3)n2)c(O)c1. As a reaction SMILES: [Br:29][CH2:30][CH2:31][CH2:32][CH2:33][CH2:34][CH2:35][CH2:36][CH2:37][CH2:38][CH2:39][CH2:40][OH:41].[CH3:42][O:43][CH2:44][CH2:45][O:46][CH2:47][CH2:48][O:49][CH3:50].[K+:28].[OH-:27].[OH:1][c:2]1[c:3](-[c:9]2[n:10][c:11](-[c:21]3[cH:22][cH:23][cH:24][cH:25][cH:26]3)[n:12][c:13](-[c:15]3[cH:16][cH:17][cH:18][cH:19][cH:20]3)[n:14]2)[cH:4][cH:5][c:6]([OH:8])[cH:7]1>>[OH:1][c:2]1[c:3](-[c:9]2[n:10][c:11](-[c:21]3[cH:22][cH:23][cH:24][cH:25][cH:26]3)[n:12][c:13](-[c:15]3[cH:16][cH:17][cH:18][cH:19][cH:20]3)[n:14]2)[cH:4][cH:5][c:6]([O:8][CH2:30][CH2:31][CH2:32][CH2:33][CH2:34][CH2:35][CH2:36][CH2:37][CH2:38][CH2:39][CH2:40][OH:41])[cH:7]1. Starting materials: ClC1=CC(=C(C=C1O)N1C(=NC(=C(C1=O)F)C(C(F)(F)F)(F)F)OC)F (1-(4-chloro-2-fluoro-5-hydroxyphenyl)-5-fluoro-2-methoxy-4-pentafluoroethyl-6(1H)-pyrimidinone), C(\C=C\C)(=O)Cl (crotonoyl chloride), [H-].[Na+] (sodium hydride). The solvent is CN(C=O)C (dimethylformamide). The product is C(\C=C\C)(=O)OC1=C(C=C(C(=C1)N1C(=NC(=C(C1=O)F)C(C(F)(F)F)(F)F)OC)F)Cl ({2-chloro-4-fluoro-5-[5-fluoro-2 -methoxy-6-oxo-4-pentafluoroethyl-1(6H) -pyrimidinyl]-phenyl} crotonate). Reaction SMILES: [Cl:1][C:2]1[C:7]([OH:8])=[CH:6][C:5]([N:9]2[C:14](=[O:15])[C:13]([F:16])=[C:12]([C:17]([F:23])([F:22])[C:18]([F:21])([F:20])[F:19])[N:11]=[C:10]2[O:24][CH3:25])=[C:4]([F:26])[CH:3]=1.[C:27](Cl)(=[O:31])/[CH:28]=[CH:29]/[CH3:30].[H-].[Na+]>CN(C)C=O>[C:27]([O:8][C:7]1[CH:6]=[C:5]([N:9]2[C:14](=[O:15])[C:13]([F:16])=[C:12]([C:17]([F:22])([F:23])[C:18]([F:19])([F:21])[F:20])[N:11]=[C:10]2[O:24][CH3:25])[C:4]([F:26])=[CH:3][C:2]=1[Cl:1])(=[O:31])/[CH:28]=[CH:29]/[CH3:30] |f:2.3|. Procedure: using 1-(4-chloro-2-fluoro-5-hydroxyphenyl)-5-fluoro-2-methoxy-4-pentafluoroethyl-6(1H)-pyrimidinone and crotonoyl chloride with sodium hydride in dimethylformamide there is obtained {2-chloro-4-fluoro-5-[5-fluoro-2 -methoxy-6-oxo-4-pentafluoroethyl-1(6H) -pyrimidinyl]-phenyl} crotonate, 1H-NMR (CDCl3, 400 MHz): 7.42 ppm (d,1H), 7.28 ppm (m,1H), 7.20 ppm (d,1H), 6.08 ppm (m,1H), 3.98 (s,3H), 2.01 ppm (q,3H); The solvent is C1(=CC=CC=C1)C (toluene). Reaction SMILES: Cl[CH2:2][CH2:3][C:4]1[CH:5]=[C:6]([C:14]([O:16][CH3:17])=[O:15])[C:7]([C:10]([O:12][CH3:13])=[O:11])=[N:8][CH:9]=1.[N+](=C1CCCCCCCCCC1C1CCCCCCCCCC1)=[N-]>C1(C)C=CC=CC=1>[CH:3]([C:4]1[CH:5]=[C:6]([C:14]([O:16][CH3:17])=[O:15])[C:7]([C:10]([O:12][CH3:13])=[O:11])=[N:8][CH:9]=1)=[CH2:2]. The product is C(=C)C=1C=C(C(=NC1)C(=O)OC)C(=O)OC (5-vinyl-2,3-pyridinedicarboxylic acid, dimethyl ester). Procedure: A solution of 2 g of 5-(2-chloroethyl)-pyridine-2,3-dicarboxylic acid, dimethyl ester and 0.13 mL diazobicycloundecane (DBU) in 40 mL of toluene is heated at reflux for 11/2 hours, cooled, and filtered. The filtrate is concentrated in vacuo, and the residue is chromatographed on silica gel using hexane-ethyl acetate mixtures to afford the desired product as a colorless oil. Starting materials: ClCCC=1C=C(C(=NC1)C(=O)OC)C(=O)OC (5-(2-chloroethyl)-pyridine-2,3-dicarboxylic acid, dimethyl ester), [N+](=[N-])=C1C(CCCCCCCCC1)C1CCCCCCCCCC1 (diazobicycloundecane). Starting materials: [O-]P([O-])(=O)OP(=O)([O-])[O-] (pyrophosphate), N[C@@H](CCCCN)C(=O)N[C@H]1[C@@H](O[C@@H]([C@H]1O)CO)N1C(=O)N=C(N)C=C1 (2′-(N-lysyl)amino 2′-deoxy cytidine), [O-]P([O-])(=O)OP(=O)([O-])[O-].C(CCC)[NH+](CCCC)CCCC.C(CCC)[NH+](CCCC)CCCC.C(CCC)[NH+](CCCC)CCCC.C(CCC)[NH+](CCCC)CCCC (Tributylammonium pyrophosphate), monophosphate, [O-]P([O-])(=O)OP(=O)([O-])OP(=O)([O-])[O-] (triphosphate), O (H2O), [NH4+].[OH-] (NH4OH), P(=O)(Cl)(Cl)Cl (Phosphorus oxychloride), CN (methyl amine). Run in P(=O)(OCC)(OCC)OCC (triethyl phosphate), C(C)#N (acetonitrile), C(C)#N (Acetonitrile), CC(C)O (iPrOH). Run at temperature 0 celsius, time 2 hour. Product: P(O)(=O)(OP(=O)(O)OP(=O)(O)O)OC[C@@H]1[C@H]([C@H]([C@@H](O1)N1C(=O)N=C(N)C=C1)NC([C@@H](N)CCCCN)=O)O (2′-(N-Lysyl)amino-2′-deoxy-cytidine Triphosphate). Reaction SMILES: [NH2:1][C@H:2]([C:8]([NH:10][C@@H:11]1[C@H:15]([OH:16])[C@@H:14]([CH2:17][OH:18])[O:13][C@H:12]1[N:19]1[CH:26]=[CH:25][C:23]([NH2:24])=[N:22][C:20]1=[O:21])=[O:9])[CH2:3][CH2:4][CH2:5][CH2:6][NH2:7].[P:27](Cl)(Cl)(Cl)=[O:28].[O-:32][P:33]([O:36][P:37]([O-:40])([O-:39])=[O:38])(=O)[O-:34].C([NH+](CCCC)CCCC)CCC.C([NH+](CCCC)CCCC)CCC.C([NH+](CCCC)CCCC)CCC.C([NH+](CCCC)CCCC)CCC.[O-]P(OP([O-])([O-])=O)(=O)[O-].CN.[NH4+].[OH-:105].[O-]P(OP(OP([O-])([O-])=O)([O-])=O)(=O)[O-].[OH2:119]>P(OCC)(OCC)(OCC)=O.C(#N)C.CC(O)C>[P:33]([O:18][CH2:17][C@H:14]1[O:13][C@@H:12]([N:19]2[CH:26]=[CH:25][C:23]([NH2:24])=[N:22][C:20]2=[O:21])[C@H:11]([NH:10][C:8](=[O:9])[C@H:2]([CH2:3][CH2:4][CH2:5][CH2:6][NH2:7])[NH2:1])[C@@H:15]1[OH:16])([O:36][P:37]([O:40][P:27]([OH:28])([OH:119])=[O:105])([OH:39])=[O:38])(=[O:34])[OH:32] |f:2.3.4.5.6,9.10|. Procedure: 2′-(N-lysyl)amino 2′-deoxy cytidine (0.180 g, 0.22 mmol) was dissolved in triethyl phosphate (2.00 ml) under Ar. The solution was cooled to 0° C. in an ice bath. Phosphorus oxychloride (99.999%, 3 eq., 0.0672 mL) was added to the solution and the reaction was stirred for two hours at 0° C. Tributylammonium pyrophosphate (4 eq., 0.400 g) was dissolved in 3.42 mL of acetonitrile and tribuytylamine (0.165 mL). Acetonitrile (1 mL) was added to the monophosphate solution followed by the pyrophosphate...